This data is from the Open Reaction Database (ORD), a public repository of structured organic reaction records. The task is: describe an organic reaction: reactants, conditions, products, and yield Starting materials: FC1=C(C(=O)O)C=CN=C1 (3-Fluoroisonicotinic acid), FC=1C=C(CN)C=CC1 (3-fluorobenzylamine). Run in CC(=O)N(C)C (DMA). Reaction conditions: temperature 168 celsius, time 90 minute. Product: FC=1C=C(CNC=2C=NC=CC2C(=O)O)C=CC1 (3-[(3-fluorobenzyl)amino]pyridine-4-carboxylic acid). Yield: 33.2%. Reaction SMILES: F[C:2]1[CH:10]=[N:9][CH:8]=[CH:7][C:3]=1[C:4]([OH:6])=[O:5].[F:11][C:12]1[CH:13]=[C:14]([CH:17]=[CH:18][CH:19]=1)[CH2:15][NH2:16]>CC(N(C)C)=O>[F:11][C:12]1[CH:13]=[C:14]([CH:17]=[CH:18][CH:19]=1)[CH2:15][NH:16][C:2]1[CH:10]=[N:9][CH:8]=[CH:7][C:3]=1[C:4]([OH:6])=[O:5]. Procedure details: 3-Fluoroisonicotinic acid (100 mg, 0.71 mmol) and 3-fluorobenzylamine (308 μL, 2.84 mmol) were combined in DMA (3 mL) and the solution was stirred at 168° C. in a microwave for 90 min. The solution was concentrated in vacuo and purified through a short plug of silica gel chromatography (20% MeOH/DCM). The semi-pure fractions were concentrated and then taken up in water to give a white precipitate, which was collected by filtration and dried under vacuum to give 58 mg (33%) of the title compound.... Starting materials: C=O, CO, Fc1ccc(-c2nc(C3CCCC3)nc3c2CCNCC3)cc1, [Na+], [OH-]. Product: CN1CCc2nc(C3CCCC3)nc(-c3ccc(F)cc3)c2CC1. Reaction SMILES: [CH2:24]=[O:25].[CH3:26][OH:27].[CH:1]1([c:6]2[n:7][c:8](-[c:17]3[cH:18][cH:19][c:20]([F:23])[cH:21][cH:22]3)[c:9]3[c:10]([n:16]2)[CH2:11][CH2:12][NH:13][CH2:14][CH2:15]3)[CH2:2][CH2:3][CH2:4][CH2:5]1.[Na+:29].[OH-:28]>>[CH:1]1([c:6]2[n:7][c:8](-[c:17]3[cH:18][cH:19][c:20]([F:23])[cH:21][cH:22]3)[c:9]3[c:10]([n:16]2)[CH2:11][CH2:12][N:13]([CH3:24])[CH2:14][CH2:15]3)[CH2:2][CH2:3][CH2:4][CH2:5]1. Reactants: CC(C(C=O)NC(OC(C)(C)C)=O)C (tert-butyl 3-methyl-1-oxobutan-2-ylcarbamate), CC(C(C=O)NC(OC(C)(C)C)=O)C (tert-butyl 3-methyl-1-oxobutan-2-ylcarbamate), [N+](=[N-])=C(C(C)=O)P(OC)(OC)=O (dimethyl 1-diazo-2-oxopropylphosphonate), [N+](=[N-])=C(C(C)=O)P(OC)(OC)=O (dimethyl 1-diazo-2-oxopropylphosphonate), C([O-])([O-])=O.[K+].[K+] (potassium carbonate). Run in CO (methanol). Conditions: time 16 hour. The product is CC(C(C#C)NC(OC(C)(C)C)=O)C (tert-butyl 4-methylpent-1-yn-3-ylcarbamate). Yield: 82.4%. RXN SMILES: [CH3:1][CH:2]([CH3:14])[CH:3]([NH:6][C:7](=[O:13])[O:8][C:9]([CH3:12])([CH3:11])[CH3:10])[CH:4]=O.[N+](=[C:17](P(=O)(OC)OC)C(=O)C)=[N-].C(=O)([O-])[O-].[K+].[K+]>CO>[CH3:1][CH:2]([CH3:14])[CH:3]([NH:6][C:7](=[O:13])[O:8][C:9]([CH3:12])([CH3:11])[CH3:10])[C:4]#[CH:17] |f:2.3.4|. Procedure details: To a solution of 1.25 g of tert-butyl 3-methyl-1-oxobutan-2-ylcarbamate (Formula 21) and 1.79 g of dimethyl 1-diazo-2-oxopropylphosphonate (Formula 15) in 80 mL of methanol at 0° C. was added 1.72 g of potassium carbonate. The mixture was stirred at room temperature for 16 hours then quenched with saturated ammonium chloride solution and extracted with ethyl acetate. The combined organic layers were washed with brine, dried over sodium sulfate and concentrated. Column chromatography (15% ethyl a... Run at time 30 minute. Reported procedure: 2-[(Biphenyl-2-carbonyl)-amino]-indan-2-carboxylic acid ethyl ester (525 mg, 1.36 mmol) is dissolved in EtOH (15 mL), and solid KOH (1.42 g, 24.7 mmol) and water (1.5 mL) are added. The mixture is stirred at RT for 30 minutes then concentrated in vacuo. The residue is dissolved in water (10 mL) and acidified with concentrated HCl until no more white solid precipitated. The solid is collected by vacuum filtration to give product (246) as white solid (453 mg, 93%). The yield is 93.2%. Yields the product C=1(C(=CC=CC1)C(=O)NC1(CC2=CC=CC=C2C1)C(=O)O)C1=CC=CC=C1 (2-[(Biphenyl-2-carbonyl)-amino]-indan-2-carboxylic acid). Reactants: [OH-].[K+] (KOH), O (water), C(C)OC(=O)C1(CC2=CC=CC=C2C1)NC(=O)C=1C(=CC=CC1)C1=CC=CC=C1 (2-[(Biphenyl-2-carbonyl)-amino]-indan-2-carboxylic acid ethyl ester). Run in CCO (EtOH). RXN SMILES: C([O:3][C:4]([C:6]1([NH:15][C:16]([C:18]2[C:19]([C:24]3[CH:29]=[CH:28][CH:27]=[CH:26][CH:25]=3)=[CH:20][CH:21]=[CH:22][CH:23]=2)=[O:17])[CH2:14][C:13]2[C:8](=[CH:9][CH:10]=[CH:11][CH:12]=2)[CH2:7]1)=[O:5])C.[OH-].[K+].O>CCO>[C:19]1([C:24]2[CH:29]=[CH:28][CH:27]=[CH:26][CH:25]=2)[C:18]([C:16]([NH:15][C:6]2([C:4]([OH:5])=[O:3])[CH2:7][C:8]3[C:13](=[CH:12][CH:11]=[CH:10][CH:9]=3)[CH2:14]2)=[O:17])=[CH:23][CH:22]=[CH:21][CH:20]=1 |f:1.2|. Solvent: O (water), O (water). Conditions: time 17 hour. Reactants: [OH-].[K+] (potassium hydroxide), C(C)O (ethanol), C1(CCCCC1)C1=NN(C=C1CC1=CC=C(C#N)C=C1)C1=CC=C(C=C1)OC(F)(F)F (4-({3-Cyclohexyl-1-[4-(trifluoromethoxy)phenyl]-1H-pyrazol-4-yl}methyl)benzonitrile), [OH-].[K+] (potassium hydroxide), C(C)O (ethanol), amide. Product: C1(CCCCC1)C1=NN(C=C1CC1=CC=C(C(=O)O)C=C1)C1=CC=C(C=C1)OC(F)(F)F (4-({3-Cyclohexyl-1-[4-(trifluoromethoxy)phenyl]-1H-pyrazol-4-yl}methyl)benzoic acid). Reported procedure: To a hot solution of 0.63 g 4-({3-cyclohexyl-1-[4-(trifluoromethoxy)phenyl]-1H-pyrazol-4-yl}methyl)benzonitrile From Step A above in 20 mL ethanol and 6 mL water was added 0.96 g potassium hydroxide. The resulting solution was refluxed under nitrogen for one day. HPLC showed some amide intermediate remaining. Add 1.05 g potassium hydroxide in 2 mL water and 4 mL ethanol. Reflux continued for another 17 hours. The solvents were removed under reduced pressure. The residue was re-suspended in 5 mL ... Reaction SMILES: [CH:1]1([C:7]2[C:11]([CH2:12][C:13]3[CH:20]=[CH:19]C(C#N)=[CH:15][CH:14]=3)=[CH:10][N:9]([C:21]3[CH:26]=[CH:25][C:24]([O:27][C:28]([F:31])([F:30])[F:29])=[CH:23][CH:22]=3)[N:8]=2)[CH2:6][CH2:5][CH2:4][CH2:3][CH2:2]1.[OH-:32].[K+].[CH2:34]([OH:36])[CH3:35]>O>[CH:1]1([C:7]2[C:11]([CH2:12][C:13]3[CH:20]=[CH:19][C:35]([C:34]([OH:32])=[O:36])=[CH:15][CH:14]=3)=[CH:10][N:9]([C:21]3[CH:26]=[CH:25][C:24]([O:27][C:28]([F:31])([F:30])[F:29])=[CH:23][CH:22]=3)[N:8]=2)[CH2:6][CH2:5][CH2:4][CH2:3][CH2:2]1 |f:1.2|.